Dataset: the Open Reaction Database (ORD), a public repository of structured organic reaction records. Task: describe an organic reaction: reactants, conditions, products, and yield Reactants: CCO, O=C1CCC(=O)N1, c1ccc(OCC2CO2)cc1, c1ccncc1. Yields the product O=C1CCC(=O)N1CC(O)COc1ccccc1. Reaction SMILES: [CH3:25][CH2:26][OH:27].[O:12]=[C:13]1[CH2:14][CH2:15][C:16](=[O:17])[NH:18]1.[O:1]1[CH:2]([CH2:3][O:4][c:5]2[cH:6][cH:7][cH:8][cH:9][cH:10]2)[CH2:11]1.[cH:19]1[cH:20][cH:21][n:22][cH:23][cH:24]1>>[OH:1][CH:2]([CH2:3][O:4][c:5]1[cH:6][cH:7][cH:8][cH:9][cH:10]1)[CH2:11][N:18]1[C:13](=[O:12])[CH2:14][CH2:15][C:16]1=[O:17].